From a dataset of the Open Reaction Database (ORD), a public repository of structured organic reaction records. describe an organic reaction: reactants, conditions, products, and yield Starting materials: CS(=O)(=O)OC(COC1=NOC(=C1)C=1OC2=C(N1)C=C(C=C2)OCC2CC2)CF (2-({5-[5-(cyclopropylmethoxy)-1,3-benzoxazol-2-yl]isoxazol-3-yl}oxy)-1-(fluoromethyl)ethyl methanesulfonate), [N-]=[N+]=[N-].[Na+] (sodium azide), CS(=O)C (dimethyl sulfoxide). The solvent is O (Water). Reaction conditions: temperature 100 celsius, time 4 hour. The product is C1(CC1)COC=1C=CC2=C(N=C(O2)C2=CC(=NO2)OCC(CF)NC(C)=O)C1 (N-[2-({5-[5-(cyclopropylmethoxy)-1,3-benzoxazol-2-yl]isoxazol-3-yl}oxy)-1-(fluoromethyl)ethyl]acetamide). Yield: 117.7%. Reaction SMILES: CS(O[CH:6]([CH2:28][F:29])[CH2:7][O:8][C:9]1[CH:13]=[C:12]([C:14]2[O:15][C:16]3[CH:22]=[CH:21][C:20]([O:23][CH2:24][CH:25]4[CH2:27][CH2:26]4)=[CH:19][C:17]=3[N:18]=2)[O:11][N:10]=1)(=O)=O.[N-]=[N+]=[N-].[Na+].CS(C)=O>O>[CH:25]1([CH2:24][O:23][C:20]2[CH:21]=[CH:22][C:16]3[O:15][C:14]([C:12]4[O:11][N:10]=[C:9]([O:8][CH2:7][CH:6]([NH:10][C:9](=[O:8])[CH3:13])[CH2:28][F:29])[CH:13]=4)=[N:18][C:17]=3[CH:19]=2)[CH2:26][CH2:27]1 |f:1.2|. Procedure: A mixture of 2-({5-[5-(cyclopropylmethoxy)-1,3-benzoxazol-2-yl]isoxazol-3-yl}oxy)-1-(fluoromethyl)ethyl methanesulfonate (97.3 mg), sodium azide (29.7 mg) and dimethyl sulfoxide (2 mL) was stirred at 100° C. for 4 hr. Water was added to the reaction mixture, and the mixture was extracted with ethyl acetate. The obtained organic layer was washed with saturated brine, and dried over anhydrous magnesium sulfate, and the solvent was evaporated under reduced pressure. The residue was mixed with triph... The reactants are CCc1sc(-n2nc(-c3ccccc3)c(C)c2-c2ccc(NC(=O)OC(C)(C)C)cc2)nc1C(=O)O, ClCCl, O=C(O)C(F)(F)F. The product is CCc1sc(-n2nc(-c3ccccc3)c(C)c2-c2ccc(N)cc2)nc1C(=O)O. As a reaction SMILES: [CH2:1]([CH3:2])[c:3]1[c:4]([C:34](=[O:35])[OH:36])[n:5][c:6](-[n:8]2[n:9][c:10](-[c:28]3[cH:29][cH:30][cH:31][cH:32][cH:33]3)[c:11]([CH3:27])[c:12]2-[c:13]2[cH:14][cH:15][c:16]([NH:19][C:20]([O:21][C:22]([CH3:23])([CH3:24])[CH3:25])=[O:26])[cH:17][cH:18]2)[s:7]1.[Cl:44][CH2:45][Cl:46].[OH:37][C:38]([C:39]([F:40])([F:41])[F:42])=[O:43]>>[CH2:1]([CH3:2])[c:3]1[c:4]([C:34](=[O:35])[OH:36])[n:5][c:6](-[n:8]2[n:9][c:10](-[c:28]3[cH:29][cH:30][cH:31][cH:32][cH:33]3)[c:11]([CH3:27])[c:12]2-[c:13]2[cH:14][cH:15][c:16]([NH2:19])[cH:17][cH:18]2)[s:7]1.